From a dataset of the Open Reaction Database (ORD), a public repository of structured organic reaction records. describe an organic reaction: reactants, conditions, products, and yield Reactants: CC1=C(SC(=N1)C)/C=C/C(=O)N(C)C (3-dimethylamino-1-(2,4-dimethyl-thiazol-5-yl)-propenone), [N+](=O)(O)[O-].FC1=C(C=CC(=C1)F)NC(=N)N (N-(2,4-difluoro-phenyl)-guanidine nitrate), [OH-].[Na+] (NaOH). The solvent is COCCO (2-methoxyethanol). The product is FC1=C(C=CC(=C1)F)NC1=NC=CC(=N1)C1=C(N=C(S1)C)C ((2,4-Difluoro-phenyl)-{4-(2,4-dimethyl-thiazol-5-yl)-pyrimidin-2-yl}-amine). Yield: 78.5%. Reaction SMILES: [CH3:1][C:2]1[N:6]=[C:5]([CH3:7])[S:4][C:3]=1/[CH:8]=[CH:9]/[C:10](N(C)C)=O.[N+]([O-])(O)=O.[F:19][C:20]1[CH:25]=[C:24]([F:26])[CH:23]=[CH:22][C:21]=1[NH:27][C:28]([NH2:30])=[NH:29].[OH-].[Na+]>COCCO>[F:19][C:20]1[CH:25]=[C:24]([F:26])[CH:23]=[CH:22][C:21]=1[NH:27][C:28]1[N:30]=[C:8]([C:3]2[S:4][C:5]([CH3:7])=[N:6][C:2]=2[CH3:1])[CH:9]=[CH:10][N:29]=1 |f:1.2,3.4|. Procedure: A mixture of 3-dimethylamino-1-(2,4-dimethyl-thiazol-5-yl)-propenone (1.0 mmol, 0.21 g) and N-(2,4-difluoro-phenyl)-guanidine nitrate (2 mmol, 0.47 g) in 2-methoxyethanol (5 mL) was treated with NaOH (40 mg). After 24 h refluxing under N2 the solvent was evaporated to dryness and the residue was purified by flash chromatography (EtOAc/PE, 2:1) and recrystallisation from EtOAc/PE to afford the title compound as a brown powder (250 mg, 79%). 1H-NMR (300 MHz, CDCl3) δ2.69 (s, 3H, CH3), 2.71 (s, 3H,... The reactants are O=Cc1ccc(-c2nc3cc(Cl)c(Cl)cc3[nH]2)cc1, N#C[K], [Na+], C1CCOC1, O, O=S([O-])O. Product: N#CC(O)c1ccc(-c2nc3cc(Cl)c(Cl)cc3[nH]2)cc1. As a reaction SMILES: [Cl:1][c:2]1[cH:3][c:4]2[c:5]([n:6][c:7](-[c:9]3[cH:10][cH:11][c:12]([CH:15]=[O:16])[cH:13][cH:14]3)[nH:8]2)[cH:17][c:18]1[Cl:19].[K:20][C:21]#[N:22].[Na+:27].[O:29]1[CH2:30][CH2:31][CH2:32][CH2:33]1.[OH2:28].[S:23]([O-:24])([OH:25])=[O:26]>>[Cl:1][c:2]1[cH:3][c:4]2[c:5]([n:6][c:7](-[c:9]3[cH:10][cH:11][c:12]([CH:15]([OH:16])[C:21]#[N:22])[cH:13][cH:14]3)[nH:8]2)[cH:17][c:18]1[Cl:19].